Task: describe an organic reaction: reactants, conditions, products, and yield. Dataset: the Open Reaction Database (ORD), a public repository of structured organic reaction records The reactants are CS(C)=O, O=C(NCc1ccc(Oc2ccccc2)s1)c1cccnc1Cl, NCC1CC1, O=C(O)C(F)(F)F. Product: O=C(NCc1ccc(Oc2ccccc2)s1)c1cccnc1NCC1CC1. RXN SMILES: [CH3:36][S:37]([CH3:38])=[O:39].[Cl:1][c:2]1[c:3]([C:4](=[O:5])[NH:6][CH2:7][c:8]2[s:9][c:10]([O:13][c:14]3[cH:15][cH:16][cH:17][cH:18][cH:19]3)[cH:11][cH:12]2)[cH:20][cH:21][cH:22][n:23]1.[NH2:24][CH2:25][CH:26]1[CH2:27][CH2:28]1.[OH:29][C:30]([C:31]([F:32])([F:33])[F:34])=[O:35]>>[c:2]1([NH:24][CH2:25][CH:26]2[CH2:27][CH2:28]2)[c:3]([C:4](=[O:5])[NH:6][CH2:7][c:8]2[s:9][c:10]([O:13][c:14]3[cH:15][cH:16][cH:17][cH:18][cH:19]3)[cH:11][cH:12]2)[cH:20][cH:21][cH:22][n:23]1. Starting materials: CC(C)(C)[O-], CS(C)=O, Cc1ccc(Cl)c(N)c1Cl, COc1ccc2c(Cl)cc(=O)oc2c1OC1CCCC1, [K+], [K+], O=P([O-])(O)O. The product is COc1ccc2c(Nc3c(Cl)ccc(C)c3Cl)cc(=O)oc2c1OC1CCCC1. Reaction SMILES: [CH3:1][C:2]([CH3:3])([O-:4])[CH3:5].[CH3:43][S:44]([CH3:45])=[O:46].[Cl:27][c:28]1[c:29]([NH2:30])[c:31]([Cl:36])[cH:32][cH:33][c:34]1[CH3:35].[Cl:7][c:8]1[cH:9][c:10](=[O:26])[o:11][c:12]2[c:13]([O:20][CH:21]3[CH2:22][CH2:23][CH2:24][CH2:25]3)[c:14]([O:18][CH3:19])[cH:15][cH:16][c:17]12.[K+:42].[K+:6].[P:37]([O-:38])([OH:39])([OH:40])=[O:41]>>[c:8]1([NH:30][c:29]2[c:28]([Cl:27])[c:34]([CH3:35])[cH:33][cH:32][c:31]2[Cl:36])[cH:9][c:10](=[O:26])[o:11][c:12]2[c:13]([O:20][CH:21]3[CH2:22][CH2:23][CH2:24][CH2:25]3)[c:14]([O:18][CH3:19])[cH:15][cH:16][c:17]12. The yield is 94.0%. Product: FC([C@@H](C1=CC=C(C=C1)F)OS(=O)(=O)C(F)(F)F)(F)F (trifluoromethanesulfonic acid 2,2,2-trifluoro-1(R)-(4-fluorophenyl)ethyl ester). The solvent is CCOCC (Et2O), CCOCC (Et2O), CCOCC (Et2O). RXN SMILES: [H-].[Na+].[F:3][C:4]([F:15])([F:14])[C@@H:5]([C:7]1[CH:12]=[CH:11][C:10]([F:13])=[CH:9][CH:8]=1)[OH:6].[F:16][C:17]([F:23])([F:22])[S:18](Cl)(=[O:20])=[O:19]>CCOCC>[F:15][C:4]([F:3])([F:14])[C@H:5]([O:6][S:18]([C:17]([F:23])([F:22])[F:16])(=[O:20])=[O:19])[C:7]1[CH:8]=[CH:9][C:10]([F:13])=[CH:11][CH:12]=1 |f:0.1|. Procedure details: NaH (11.87 g, 296.7 mmol) was added to Et2O (700 mL) at 0° C. under N2 followed by addition of an Et2O solution of 2,2,2-trifluoro-1(R)-(4-fluorophenyl)ethanol (44.3 g, 228.2 mmol). The reaction mixture was stirred for 10 min at 0° C. then 1 h at room temperature. Trifluoromethanesulfonyl chloride (50 g, 296.7 mmol) in Et2O was added at 0° C. under N2 and the reaction mixture was stirred 10 min at 0° C. then 3 h at room temperature. The solvent was removed under the reduced pressure and H2O (100... Starting materials: [H-].[Na+] (NaH), FC(S(=O)(=O)Cl)(F)F (Trifluoromethanesulfonyl chloride), FC([C@H](O)C1=CC=C(C=C1)F)(F)F (2,2,2-trifluoro-1(R)-(4-fluorophenyl)ethanol). Run at temperature 0 celsius, time 10 minute. Starting materials: FC=1C=C(C=CC1)C1=NOC(=N1)C1CN(CC(C1)C1=CC=C(C=C1)C(F)(F)F)C(=O)OC(C)(C)C (tert-Butyl 3-[3-(3-fluorophenyl)-1,2,4-oxadiazol-5-yl]-5-[4-(trifluoromethyl)phenyl]piperidine-1-carboxylate), FC(C(=O)O)(F)F (trifluoroacetic acid). The solvent is ClCCl (dichloromethane). Reaction conditions: time 16 hour. Yields the product FC=1C=C(C=CC1)C1=NOC(=N1)C1CNCC(C1)C1=CC=C(C=C1)C(F)(F)F (3-[3-(3-Fluorophenyl)-1,2,4-oxadiazol-5-yl]-5-[4-(trifluoromethyl)phenyl]piperidine). As a reaction SMILES: [F:1][C:2]1[CH:3]=[C:4]([C:8]2[N:12]=[C:11]([CH:13]3[CH2:18][CH:17]([C:19]4[CH:24]=[CH:23][C:22]([C:25]([F:28])([F:27])[F:26])=[CH:21][CH:20]=4)[CH2:16][N:15](C(OC(C)(C)C)=O)[CH2:14]3)[O:10][N:9]=2)[CH:5]=[CH:6][CH:7]=1.FC(F)(F)C(O)=O>ClCCl>[F:1][C:2]1[CH:3]=[C:4]([C:8]2[N:12]=[C:11]([CH:13]3[CH2:18][CH:17]([C:19]4[CH:24]=[CH:23][C:22]([C:25]([F:28])([F:26])[F:27])=[CH:21][CH:20]=4)[CH2:16][NH:15][CH2:14]3)[O:10][N:9]=2)[CH:5]=[CH:6][CH:7]=1. Procedure details: 0.82 g (1.67 mmol) of the compound from Example 185A was initially charged in 13 ml of dichloromethane, and 1.3 ml (1.90 g, 16.78 mmol) of trifluoroacetic acid were added at RT. The reaction mixture was stirred at RT for 16 h and then concentrated under reduced pressure. The residue was taken up in ethyl acetate, washed with saturated aqueous sodium bicarbonate solution, dried over magnesium sulphate, filtered and concentrated under reduced pressure. Yield: 0.65 g (99% of theory) The reactants are [N+](=O)([O-])C=C(NCCSCC=1SC=CN1)SC (1-nitro-2-methylthio-2-[2-(2-thiazolylmethylthio)ethylamino]ethylene), CN (methylamine). Procedure: Reaction of 1-nitro-2-methylthio-2-[2-(2-thiazolylmethylthio)ethylamino]ethylene with methylamine according to the process of Example 8(ii) yielded the title compound, m.p. 103°-104°. (from ethanol ether). Yields the product [N+](=O)([O-])C=C(NCCSCC=1SC=CN1)NC (1-Nitro-2-methylamino-2-[2-(2-thiazolylmethylthio)ethylamino]ethylene). As a reaction SMILES: [N+:1]([CH:4]=[C:5](SC)[NH:6][CH2:7][CH2:8][S:9][CH2:10][C:11]1[S:12][CH:13]=[CH:14][N:15]=1)([O-:3])=[O:2].[CH3:18][NH2:19]>>[N+:1]([CH:4]=[C:5]([NH:19][CH3:18])[NH:6][CH2:7][CH2:8][S:9][CH2:10][C:11]1[S:12][CH:13]=[CH:14][N:15]=1)([O-:3])=[O:2]. Starting materials: BrC1(NC2=CC=CC=C2C=C1)C(=O)OC (methyl 2-bromoquinolinecarboxylate), [OH-].[Na+] (NaOH), CO (methanol). Solvent: O (water). Conditions: temperature 50 celsius. Yields the product BrC1=NC2=CC=CC=C2C(=C1)C(=O)O (2-bromoquinoline-4-carboxylic acid). RXN SMILES: [Br:1][C:2]1(C(OC)=O)[CH:11]=[CH:10][C:9]2[C:4](=[CH:5][CH:6]=[CH:7][CH:8]=2)[NH:3]1.[OH-:16].[Na+].[CH3:18][OH:19]>O>[Br:1][C:2]1[CH:11]=[C:10]([C:18]([OH:19])=[O:16])[C:9]2[C:4](=[CH:5][CH:6]=[CH:7][CH:8]=2)[N:3]=1 |f:1.2|. Procedure: A mixture of methyl 2-bromoquinolinecarboxylate (7.2 g) and NaOH (1.1 g) in 15 mL of methanol and 15 mL of water is stirred at 50° C. until TLC indicates the disappearance of starting material. After cooling, the methanol is evaporated and the mixture is treated with 28 mL of 1N HCl, the solid is collected by filtration and dried to afford 6.1 g of 2-bromoquinoline-4-carboxylic acid. The reactants are CCN(C(C)C)C(C)C, CCOC(=O)c1c(C)nc(SC)nc1Cl, CC(C)(C)OC(=O)c1ccc(N)cc1, C1COCCO1. Product: CCOC(=O)c1c(C)nc(SC)nc1Nc1ccc(C(=O)OC(C)(C)C)cc1. As a reaction SMILES: [CH:30]([N:31]([CH2:32][CH3:33])[CH:34]([CH3:35])[CH3:36])([CH3:37])[CH3:38].[Cl:1][c:2]1[n:3][c:4]([S:14][CH3:15])[n:5][c:6]([CH3:13])[c:7]1[C:8](=[O:9])[O:10][CH2:11][CH3:12].[NH2:16][c:17]1[cH:18][cH:19][c:20]([C:21](=[O:22])[O:23][C:24]([CH3:25])([CH3:26])[CH3:27])[cH:28][cH:29]1.[O:39]1[CH2:40][CH2:41][O:42][CH2:43][CH2:44]1>>[c:2]1([NH:16][c:17]2[cH:18][cH:19][c:20]([C:21](=[O:22])[O:23][C:24]([CH3:25])([CH3:26])[CH3:27])[cH:28][cH:29]2)[n:3][c:4]([S:14][CH3:15])[n:5][c:6]([CH3:13])[c:7]1[C:8](=[O:9])[O:10][CH2:11][CH3:12]. The reactants are CC(C)(CC(=O)O)NC(=O)OC(C)(C)C, CC(C)(C)OC(=O)NC1(CC(=O)O)CCC1. The product is CC(C)(C)OC(=O)NC1(CC=CC(=O)O)CCC1. RXN SMILES: [C:17]([O:18][C:19]([NH:20][C:21]([CH3:22])([CH3:23])[CH2:26][C:27](=[O:28])[OH:29])=[O:24])([CH3:25])([CH3:30])[CH3:31].[C:1]([CH3:2])([CH3:3])([CH3:4])[O:5][C:6](=[O:7])[NH:8][C:9]1([CH2:13][C:14]([OH:15])=[O:16])[CH2:10][CH2:11][CH2:12]1>>[C:1]([CH3:2])([CH3:3])([CH3:4])[O:5][C:6](=[O:7])[NH:8][C:9]1([CH2:13][CH:14]=[CH:26][C:27](=[O:28])[OH:29])[CH2:10][CH2:11][CH2:12]1. Starting materials: O.O.O.O.O.O.O.S(=O)(=O)([O-])[O-].[Fe+2] (iron (II) sulfate heptahydrate), C(CN(CC(=O)O)CC(=O)O)N(CC(=O)O)CC(=O)O (disodium-EDTA). Product: 100X, [Fe] (iron), C(CN(CC(=O)O)CC(=O)O)N(CC(=O)O)CC(=O)O (EDTA). RXN SMILES: O.O.O.O.O.O.O.S([O-])([O-])(=O)=O.[Fe+2:13].[CH2:14]([N:25]([CH2:30][C:31]([OH:33])=[O:32])[CH2:26][C:27]([OH:29])=[O:28])[CH2:15][N:16]([CH2:21][C:22]([OH:24])=[O:23])[CH2:17][C:18]([OH:20])=[O:19]>>[Fe:13].[CH2:15]([N:16]([CH2:21][C:22]([OH:24])=[O:23])[CH2:17][C:18]([OH:20])=[O:19])[CH2:14][N:25]([CH2:30][C:31]([OH:33])=[O:32])[CH2:26][C:27]([OH:29])=[O:28] |f:0.1.2.3.4.5.6.7.8|. Reported procedure: A 100X stock solution of iron and EDTA was prepared by dissolving 1.39 g of iron (II) sulfate heptahydrate and 1.86 g of disodium-EDTA in 500 ml of distilled, deionized water.